This data is from the Open Reaction Database (ORD), a public repository of structured organic reaction records. The task is: describe an organic reaction: reactants, conditions, products, and yield Reactants: NC1=CC=C(OC2=NC=C(C=C2Cl)C(F)(F)F)C=C1 (2-(4-aminophenoxy)-3-chloro-5-trifluoromethylpyridine), C(=O)(Cl)Cl (phosgene), solution. Solvent: C1(=CC=CC=C1)C (toluene). The product is ClC=1C(=NC=C(C1)C(F)(F)F)OC1=CC=C(C=C1)N=C=O (3-chloro-5-trifluoromethyl-2-(4-isocyanatophenoxy)pyridine). As a reaction SMILES: [NH2:1][C:2]1[CH:19]=[CH:18][C:5]([O:6][C:7]2[C:12]([Cl:13])=[CH:11][C:10]([C:14]([F:17])([F:16])[F:15])=[CH:9][N:8]=2)=[CH:4][CH:3]=1.[C:20](Cl)(Cl)=[O:21]>C1(C)C=CC=CC=1>[Cl:13][C:12]1[C:7]([O:6][C:5]2[CH:18]=[CH:19][C:2]([N:1]=[C:20]=[O:21])=[CH:3][CH:4]=2)=[N:8][CH:9]=[C:10]([C:14]([F:17])([F:16])[F:15])[CH:11]=1. Reported procedure: A mixture of 2-(4-aminophenoxy)-3-chloro-5-trifluoromethylpyridine (0.45 g) and a solution of phosgene in toluene (50 ml of a 12% solution) was heated at the reflux temperature for 6 hours. Evaporation of the volatile portion under reduced pressure yielded 3-chloro-5-trifluoromethyl-2-(4-isocyanatophenoxy)pyridine as a residual pale brown oil (0.5 g) which was used without further purification. Reactants: CN(C)C=O (DMF), NC=1C=C(C=CC1)C(F)(F)F (3-amino-benzotrifluoride), ClC1=NC(=C2NC=NC2=N1)Cl (2,6-dichloro-purine). The solvent is C(CCC)O (butanol). Yields the product ClC1=NC(=C2NC=NC2=N1)NC1=CC(=CC=C1)C(F)(F)F (2-chloro-6-(3-trifluoromethyl-phenyl-amino)-purine). RXN SMILES: [Cl:1][C:2]1[N:10]=[C:9]2[C:5]([NH:6][CH:7]=[N:8]2)=[C:4](Cl)[N:3]=1.CN(C=O)C.[NH2:17][C:18]1[CH:19]=[C:20]([C:24]([F:27])([F:26])[F:25])[CH:21]=[CH:22][CH:23]=1>C(O)CCC>[Cl:1][C:2]1[N:10]=[C:9]2[C:5]([NH:6][CH:7]=[N:8]2)=[C:4]([NH:17][C:18]2[CH:23]=[CH:22][CH:21]=[C:20]([C:24]([F:25])([F:26])[F:27])[CH:19]=2)[N:3]=1. Reported procedure: 1.9 g (10 mmol) of 2,6-dichloro-purine are stirred in 60 ml of butanol and 3 ml of DMF with 8.05 g (50 mmol) of 3-amino-benzotrifluoride at 60° C. for 3 h. On cooling, 2-chloro-6-(3-trifluoromethyl-phenyl-amino)-purine is obtained as a crystalline mass. This is filtered off and dried in vacuo; m.p. 248° C.; FAB-MS: (M+H)+=314; Rf=0.45 (CH2Cl2:methanol=95:5). The reactants are CCc1n[nH]c2ncnc(O)c12, CN(C)C=O, O=S(Cl)Cl. The product is CCc1n[nH]c2ncnc(Cl)c12. Reaction SMILES: [CH2:1]([CH3:2])[c:3]1[n:4][nH:5][c:6]2[n:7][cH:8][n:9][c:10]([OH:12])[c:11]12.[O:13]=[CH:14][N:15]([CH3:16])[CH3:17].[S:18]([Cl:19])([Cl:20])=[O:21]>>[CH2:1]([CH3:2])[c:3]1[n:4][nH:5][c:6]2[n:7][cH:8][n:9][c:10]([Cl:20])[c:11]12. The reactants are NC1=C(C=CC=C1[N+](=O)[O-])O (2-amino-3-nitrophenol), [N+](=O)([O-])C=1C=C(C=CC1)S(=O)(=O)OC[C@@H]1CO1 ((S)-(+)-glycidyl 3-nitrobenzenesulfonate), C([O-])([O-])=O.[K+].[K+] (potassium carbonate). The solvent is CC(CC)=O (2-butanone). The product is O1[C@@H](C1)COC1=CC=CC=2NC(NC21)=O (4-[(2S)Oxiranylmethoxy]-1,3-dihydro-2H-benzimidazol-2-one). Yield: 26.3%. Reaction SMILES: [NH2:1][C:2]1[C:7]([N+:8]([O-])=O)=[CH:6][CH:5]=[CH:4][C:3]=1[OH:11].[N+](C1C=C(S(O[CH2:25][C@H:26]2[O:28][CH2:27]2)(=O)=O)C=CC=1)([O-])=O.[C:29](=O)([O-])[O-:30].[K+].[K+]>CC(=O)CC>[O:28]1[CH2:27][C@H:26]1[CH2:25][O:11][C:3]1[C:2]2[NH:1][C:29](=[O:30])[NH:8][C:7]=2[CH:6]=[CH:5][CH:4]=1 |f:2.3.4|. Procedure: A mixture of 2-amino-3-nitrophenol (12.0 g, 77.8 mmol), (S)-(+)-glycidyl 3-nitrobenzenesulfonate (20.18, 77.8 mmol) and potassium carbonate (11.8 g, 77.8 mmol) in 2-butanone (100 mL) was heated at reflux for 18 hours essentially as described for Procedure A. The residue was purified by flash chromatography on silica gel Merck-60 (eluant: 2:1 hexane-diethyl ether) to yield the title compound (4.30 g, 20.46 mmol). Starting materials: MgBrCH3, BrC1=CC2=C(OCC(CN3C2=CC=2C=CC=CC32)=O)C=C1 (2-bromo-6H-benzo[2,3][1,5]oxazocino[5,4-a]indol-7(8H)-one), C1CCOC1 (THF). Run at time 30 minute. Product: BrC1=CC2=C(OCC(CN3C2=CC=2C=CC=CC32)(O)C)C=C1 (2-bromo-7-methyl-7,8-dihydro-6H-benzo[2,3][1,5]oxazocino[5,4-a]indol-7-ol). Isolated yield 47.6%. Reaction SMILES: [Br:1][C:2]1[CH:21]=[CH:20][C:5]2[O:6][CH2:7][C:8](=[O:19])[CH2:9][N:10]3[C:18]4[CH:17]=[CH:16][CH:15]=[CH:14][C:13]=4[CH:12]=[C:11]3[C:4]=2[CH:3]=1.[CH2:22]1COCC1>>[Br:1][C:2]1[CH:21]=[CH:20][C:5]2[O:6][CH2:7][C:8]([CH3:22])([OH:19])[CH2:9][N:10]3[C:18]4[CH:17]=[CH:16][CH:15]=[CH:14][C:13]=4[CH:12]=[C:11]3[C:4]=2[CH:3]=1. Procedure: MgBrCH3 (0.12 mL, 0.352 mmol) was added to the solution of 2-bromo-6H-benzo[2,3][1,5]oxazocino[5,4-a]indol-7(8H)-one (60 mg, 0.176 mmol) in THF (1 mL) at 0° C. under N2. The mixture was stirred at room temperature for 30 minutes. The mixture was then quenched with saturated NH4Cl (10 mL) and extracted with ethyl acetate (10 mL×3). The organic layer was washed with brine (20 mL), dried over Na2SO4 and concentrated in vacuo. The resulting residue was purified using p-TLC (petroleum ether:EA=3:1) t... Reagents/catalysts: CN(C1=CC=NC=C1)C (4-dimethylaminopyridine). Reaction conditions: time 8 hour. Procedure: 4-Cyano-2-fluorobenzoic acid (1 g; 6.06 mmol) was suspended in MeOH (10 mL) and 1-(3-dimethyl aminopropyl)-3-ethylcarbodiimide hydrochloride (EDC) (1.39 g; 7.27 mmol; 1.20 eq.) and 4-dimethylaminopyridine (70 mg; 0.61 mmol; 0.10 eq.) were added. The mixture was stirred at RT overnight. Reaction SMILES: [C:1]([C:3]1[CH:11]=[CH:10][C:6]([C:7]([OH:9])=[O:8])=[C:5]([F:12])[CH:4]=1)#[N:2].[CH3:13]O>CN(C)C1C=CN=CC=1>[CH3:13][O:8][C:7](=[O:9])[C:6]1[CH:10]=[CH:11][C:3]([C:1]#[N:2])=[CH:4][C:5]=1[F:12]. Yields the product COC(C1=C(C=C(C=C1)C#N)F)=O (methyl-4-cyano-2-fluorobenzoate). Starting materials: C(#N)C1=CC(=C(C(=O)O)C=C1)F (4-Cyano-2-fluorobenzoic acid), 1-(3-dimethyl aminopropyl)-3-ethylcarbodiimide hydrochloride, CO (MeOH). Reactants: OC1=CC=C(C=C1)B(O)O (4-hydroxyphenylboronic acid), COC(C(CC(=O)C1=CC=C(C=C1)Br)CC1=CC(=CC=C1)C(F)(F)F)=O (methyl-4-(4-bromophenyl)-4-oxo-2-(3-trifluoromethyl-benzyl)butyrate), Cl (hydrochloric acid), C([O-])([O-])=O.[Na+].[Na+] (sodium carbonate). Reagents/catalysts: [Pd].C1(=CC=CC=C1)P(C1=CC=CC=C1)C1=CC=CC=C1.C1(=CC=CC=C1)P(C1=CC=CC=C1)C1=CC=CC=C1.C1(=CC=CC=C1)P(C1=CC=CC=C1)C1=CC=CC=C1.C1(=CC=CC=C1)P(C1=CC=CC=C1)C1=CC=CC=C1 (Tetrakis-(Triphenylphosphine)-palladium(0)). Run in CO (MeOH), C1(=CC=CC=C1)C (toluene). Reaction conditions: temperature 90 celsius. Yields the product COC(C(CC(=O)C1=CC=C(C=C1)C1=CC=C(C=C1)O)CC1=CC(=CC=C1)C(F)(F)F)=O (Methyl-4-(4′-hydroxybiphen-4-yl)-4-oxo-2-(3-trifluoromethylbenzyl)butyrate). Reaction SMILES: [OH:1][C:2]1[CH:7]=[CH:6][C:5](B(O)O)=[CH:4][CH:3]=1.[CH3:11][O:12][C:13](=[O:36])[CH:14]([CH2:25][C:26]1[CH:31]=[CH:30][CH:29]=[C:28]([C:32]([F:35])([F:34])[F:33])[CH:27]=1)[CH2:15][C:16]([C:18]1[CH:23]=[CH:22][C:21](Br)=[CH:20][CH:19]=1)=[O:17].C(=O)([O-])[O-].[Na+].[Na+].Cl>CO.C1(C)C=CC=CC=1.[Pd].C1(P(C2C=CC=CC=2)C2C=CC=CC=2)C=CC=CC=1.C1(P(C2C=CC=CC=2)C2C=CC=CC=2)C=CC=CC=1.C1(P(C2C=CC=CC=2)C2C=CC=CC=2)C=CC=CC=1.C1(P(C2C=CC=CC=2)C2C=CC=CC=2)C=CC=CC=1>[CH3:11][O:12][C:13](=[O:36])[CH:14]([CH2:25][C:26]1[CH:31]=[CH:30][CH:29]=[C:28]([C:32]([F:34])([F:35])[F:33])[CH:27]=1)[CH2:15][C:16]([C:18]1[CH:23]=[CH:22][C:21]([C:5]2[CH:6]=[CH:7][C:2]([OH:1])=[CH:3][CH:4]=2)=[CH:20][CH:19]=1)=[O:17] |f:2.3.4,8.9.10.11.12|. Reported procedure: A solution of 4-hydroxyphenylboronic acid (160 mg, 1.2 mmol) in MeOH (3 mL) was added to a stirred solution of methyl-4-(4-bromophenyl)-4-oxo-2-(3-trifluoromethyl-benzyl)butyrate (270 mg, 0.6 mmol) in toluene (10 mL). Tetrakis-(Triphenylphosphine)-palladium(0) (21 mg, 4 mol %) and 2 N sodium carbonate (0.75 mL, 1.5 mmol) were added and then the reaction was heated to 90° C. (oil bath temp.) for 4-5 h until complete (TLC control). The reaction mixture was cooled to room temperature, acidified to ...